From a dataset of the Open Reaction Database (ORD), a public repository of structured organic reaction records. describe an organic reaction: reactants, conditions, products, and yield Reactants: OBO, CS(=O)(=O)Cc1cc(Br)c2ncccc2c1, O=[N+]([O-])c1ccccc1. The product is CS(=O)(=O)Cc1cc(-c2cccc([N+](=O)[O-])c2)c2ncccc2c1. RXN SMILES: [BH:17]([OH:18])[OH:19].[CH3:1][S:2](=[O:3])(=[O:4])[CH2:5][c:6]1[cH:7][c:8]2[cH:9][cH:10][cH:11][n:12][c:13]2[c:14]([Br:16])[cH:15]1.[N+:20](=[O:21])([O-:22])[c:23]1[cH:24][cH:25][cH:26][cH:27][cH:28]1>>[CH3:1][S:2](=[O:3])(=[O:4])[CH2:5][c:6]1[cH:7][c:8]2[cH:9][cH:10][cH:11][n:12][c:13]2[c:14](-[c:27]2[cH:26][cH:25][cH:24][c:23]([N+:20](=[O:21])[O-:22])[cH:28]2)[cH:15]1. Reactants: N[C@@H](CC1=CC=CC=C1)C(=O)O (L-phenylalanine), N[C@@H](CO)C(=O)O (L-serine), Cl (hydrochloric acid). The solvent is CO (methanol). The product is Cl.COC([C@@H](N)CO)=O (L-serine methyl ester hydrochloride). Isolated yield 83.8%. RXN SMILES: N[C@H:2](C(O)=O)CC1C=CC=CC=1.[NH2:13][C@H:14]([C:17]([OH:19])=[O:18])[CH2:15][OH:16].[ClH:20]>CO>[ClH:20].[CH3:2][O:18][C:17](=[O:19])[C@H:14]([CH2:15][OH:16])[NH2:13] |f:4.5|. Procedure: The same esterification procedure as in Example 1 was followed with the exception that the L-phenylalanine was replaced with 105.6 g of L-serine and that 105.6 g of methanol and 50.5 g of hydrochloric acid were used. Following cooling to deposit the crystals, which were collected by filtration and then dried to obtain 134.4 g (83.8% yield) of L-serine methyl ester hydrochloride having a purity of 97.0% and containing 0.2% of water and 0.7% of L-serine. Reactants: COc1ccc(C2CCNC(=O)O2)cc1OCC(C)C, COc1ccc(C2CCNC(=O)O2)cc1OC. The product is COc1ccc(C2CCN(C)C(=O)O2)cc1OCC(C)C. As a reaction SMILES: [CH3:1][O:2][c:3]1[c:4]([O:16][CH2:17][CH:18]([CH3:19])[CH3:20])[cH:5][c:6]([CH:9]2[CH2:10][CH2:11][NH:12][C:13](=[O:15])[O:14]2)[cH:7][cH:8]1.[CH3:21][O:22][c:23]1[cH:24][c:25]([CH:26]2[O:27][C:28](=[O:29])[NH:30][CH2:31][CH2:32]2)[cH:33][cH:34][c:35]1[O:36][CH3:37]>>[CH3:1][O:2][c:3]1[c:4]([O:16][CH2:17][CH:18]([CH3:19])[CH3:20])[cH:5][c:6]([CH:9]2[CH2:10][CH2:11][N:12]([CH3:21])[C:13](=[O:15])[O:14]2)[cH:7][cH:8]1. Reactants: CC(C)(C)OC(=O)N1CCCN(S(=O)(=O)c2c[nH]c(=O)c3ccc(Br)cc23)CC1, O=C([O-])[O-], CC(C)(C)[Si](C)(C)OCC1(COS(C)(=O)=O)CC1, [Cs+], [Cs+], CN(C)C=O, O. Product: CC(C)(C)OC(=O)N1CCCN(S(=O)(=O)c2cn(CC3(CO[Si](C)(C)C(C)(C)C)CC3)c(=O)c3ccc(Br)cc23)CC1. Reaction SMILES: [Br:1][c:2]1[cH:3][c:4]2[c:5]([S:13](=[O:14])(=[O:15])[N:16]3[CH2:17][CH2:18][N:19]([C:23](=[O:24])[O:25][C:26]([CH3:27])([CH3:28])[CH3:29])[CH2:20][CH2:21][CH2:22]3)[cH:6][nH:7][c:8](=[O:12])[c:9]2[cH:10][cH:11]1.[C:48](=[O:49])([O-:50])[O-:51].[CH3:30][S:31]([O:32][CH2:35][C:36]1([CH2:39][O:40][Si:41]([CH3:42])([CH3:43])[C:44]([CH3:45])([CH3:46])[CH3:47])[CH2:37][CH2:38]1)(=[O:33])=[O:34].[Cs+:52].[Cs+:53].[O:54]=[CH:55][N:56]([CH3:57])[CH3:58].[OH2:59]>>[Br:1][c:2]1[cH:3][c:4]2[c:5]([S:13](=[O:14])(=[O:15])[N:16]3[CH2:17][CH2:18][N:19]([C:23](=[O:24])[O:25][C:26]([CH3:27])([CH3:28])[CH3:29])[CH2:20][CH2:21][CH2:22]3)[cH:6][n:7]([CH2:35][C:36]3([CH2:39][O:40][Si:41]([CH3:42])([CH3:43])[C:44]([CH3:45])([CH3:46])[CH3:47])[CH2:37][CH2:38]3)[c:8](=[O:12])[c:9]2[cH:10][cH:11]1. Starting materials: BrC1=C(C=CC(=C1)C)O (2-bromo-4-methylphenol), C([O-])([O-])=O.[K+].[K+] (potassium carbonate), ClC1=NC=NC(=C1)Cl (4,6-dichloropyrimidine). The solvent is CS(=O)C (dimethyl sulphoxide). Run at time 20 minute. The product is BrC1=C(OC2=NC=NC(=C2)Cl)C=CC(=C1)C (4-(2-Bromo-4-methylphenoxy)-6-chloropyrimidine). Yield: 71.3%. As a reaction SMILES: [Br:1][C:2]1[CH:7]=[C:6]([CH3:8])[CH:5]=[CH:4][C:3]=1[OH:9].C(=O)([O-])[O-].[K+].[K+].[Cl:16][C:17]1[CH:22]=[C:21](Cl)[N:20]=[CH:19][N:18]=1>CS(C)=O>[Br:1][C:2]1[CH:7]=[C:6]([CH3:8])[CH:5]=[CH:4][C:3]=1[O:9][C:21]1[CH:22]=[C:17]([Cl:16])[N:18]=[CH:19][N:20]=1 |f:1.2.3|. Reported procedure: To a solution of 2-bromo-4-methylphenol (500 mg), in dimethyl sulphoxide (2 ml), was added freshly ground potassium carbonate (407 mg). The mixture was stirred for 20 minutes, and 4,6-dichloropyrimidine (432 mg) was added. The mixture was stirred at ambient temperature for 2 hours, and the reaction mixture preadsorbed onto silica gel (1 g) and purified by column chromatography (eluting with 10% ethyl acetate/dichloromethane) to yield a gum (571 mg, 71%). NMR: 2.35 (3H, s), 7.25 (2H, s), 7.5 (1H,...